Dataset: the Open Reaction Database (ORD), a public repository of structured organic reaction records. Task: describe an organic reaction: reactants, conditions, products, and yield Reagents/catalysts: [Cl-].[Zn+2].[Cl-] (zinc chloride). Yields the product C(C=C)(=O)N1CC(SC2=C(C1)C=CC=C2)OC\C=C(/C)\CCC=C(C)C (4-acryloyl-2-geranyloxy-2,3,4,5-tetrahydro-1,4-benzothiazepine). Isolated yield 68.3%. As a reaction SMILES: [C:1]([N:5]1[CH2:11][C:10]2[CH:12]=[CH:13][CH:14]=[CH:15][C:9]=2[S:8][CH:7](Cl)[CH2:6]1)(=[O:4])[CH:2]=[CH2:3].[CH3:17][C:18](=[CH:20][CH2:21][CH2:22]/[C:23](=[CH:25]/[CH2:26][OH:27])/[CH3:24])[CH3:19]>[Cl-].[Zn+2].[Cl-]>[C:1]([N:5]1[CH2:11][C:10]2[CH:12]=[CH:13][CH:14]=[CH:15][C:9]=2[S:8][CH:7]([O:27][CH2:26]/[CH:25]=[C:23](/[CH2:22][CH2:21][CH:20]=[C:18]([CH3:19])[CH3:17])\[CH3:24])[CH2:6]1)(=[O:4])[CH:2]=[CH2:3] |f:2.3.4|. Reactants: C(C=C)(=O)N1CC(SC2=C(C1)C=CC=C2)Cl (4-acryloyl-2-chloro-2,3,4,5-tetrahydro-1,4-benzothiazepine), CC(C)=CCC\C(\C)=C\CO (geraniol). Procedure: The above-mentioned 4-acryloyl-2-chloro-2,3,4,5-tetrahydro-1,4-benzothiazepine (1.0 g), geraniol (0.9 g) and zinc chloride (0.8 g) were reacted in the same manner as in Experimental Example 9 to give 4-acryloyl-2-geranyloxy-2,3,4,5-tetrahydro-1,4-benzothiazepine (1.0 g). Reactants: bromo, FC1=CC2=C(C(=NO2)CCCN2CCC(CC2)=O)C=C1 (1-[3-(6-fluoro-1,2-benzisoxazol-3-yl)propyl]-4-piperidone), [NH4+].[Cl-] (NH4Cl), [Mg] (magnesium), BrC=1N(C=CC1)CC1=C(C=CC=C1)F (2-bromo-1-(2-fluorobenzyl)pyrrole). Reagents/catalysts: BrC(C)Br (dibromoethane), solution. Solvent: O1CCCC1 (THF), O1CCCC1 (tetrahydrofuran), CCOCC (ether), O1CCCC1 (THF). The product is FC1=CC2=C(C(=NO2)CCCN2CCC(CC2)(O)C=2N(C=CC2)CC2=C(C=CC=C2)F)C=C1 (1-[3-(6-fluoro-1,2-benzisoxazol-3-yl)propyl]-4-[1-(2-fluorobenzyl)pyrrol-2-yl]-4-piperidinol). The yield is 72.3%. As a reaction SMILES: [Mg].Br[C:3]1[N:4]([CH2:8][C:9]2[CH:14]=[CH:13][CH:12]=[CH:11][C:10]=2[F:15])[CH:5]=[CH:6][CH:7]=1.[F:16][C:17]1[CH:35]=[CH:34][C:20]2[C:21]([CH2:24][CH2:25][CH2:26][N:27]3[CH2:32][CH2:31][C:30](=[O:33])[CH2:29][CH2:28]3)=[N:22][O:23][C:19]=2[CH:18]=1.[NH4+].[Cl-]>O1CCCC1.CCOCC.BrC(Br)C>[F:16][C:17]1[CH:35]=[CH:34][C:20]2[C:21]([CH2:24][CH2:25][CH2:26][N:27]3[CH2:28][CH2:29][C:30]([C:3]4[N:4]([CH2:8][C:9]5[CH:14]=[CH:13][CH:12]=[CH:11][C:10]=5[F:15])[CH:5]=[CH:6][CH:7]=4)([OH:33])[CH2:31][CH2:32]3)=[N:22][O:23][C:19]=2[CH:18]=1 |f:3.4|. Procedure: To a suspension of magnesium turnings (1.0 g, 0.04 mole) in 25 ml tetrahydrofuran (THF) and 10 ml ether, was added a few drops of a solution of 2-bromo-1-(2-fluorobenzyl)pyrrole (10 g, 0.04 mole) in 30 ml THF. The reaction was initiated with a few drops of dibromoethane and heat, and reflux was maintained by the addition of the bromo compound. After stirring at reflux for 30 minutes, the mixture was cooled; then a solution of 1-[3-(6-fluoro-1,2-benzisoxazol-3-yl)propyl]-4-piperidone (5.2 g, 0.01... Starting materials: OC1=C(C=CC(=C1C)OCC1=NC(=NO1)CC1=CC(=CC=C1)I)C(C)=O (1-{2-hydroxy-4-[3-(3-iodo-benzyl)-[1,2,4]oxadiazol-5-ylmethoxy]-3-methyl-phenyl}-ethanone), ClC=1C(=C(C=CC1O)C(C)=O)O (1-(3-chloro-2,4-dihydroxy-phenyl)-ethanone), ClCC1=NC(=NO1)CC1=CC=C(C=C1)I (5-Chlormethyl-3-(4-iodo-benzyl)-[1,2,4]oxadiazole). Yields the product ClC=1C(=C(C=CC1OCC1=NC(=NO1)CC1=CC=C(C=C1)I)C(C)=O)O (1-{3-chloro-2-hydroxy-4-[3-(4-iodo-benzyl)-[1,2,4]oxadiazol-5-ylmethoxy]-phenyl}-ethanone). As a reaction SMILES: OC1C(C)=C(OCC2ON=C(CC3C=CC=C(I)C=3)N=2)C=CC=1C(=O)C.[Cl:27][C:28]1[C:29]([OH:38])=[C:30]([C:35](=[O:37])[CH3:36])[CH:31]=[CH:32][C:33]=1[OH:34].Cl[CH2:40][C:41]1[O:45][N:44]=[C:43]([CH2:46][C:47]2[CH:52]=[CH:51][C:50]([I:53])=[CH:49][CH:48]=2)[N:42]=1>>[Cl:27][C:28]1[C:29]([OH:38])=[C:30]([C:35](=[O:37])[CH3:36])[CH:31]=[CH:32][C:33]=1[O:34][CH2:40][C:41]1[O:45][N:44]=[C:43]([CH2:46][C:47]2[CH:52]=[CH:51][C:50]([I:53])=[CH:49][CH:48]=2)[N:42]=1. Procedure details: The title compound is prepared essentially as described for 1-{2-hydroxy-4-[3-(3-iodo-benzyl)-[1,2,4]oxadiazol-5-ylmethoxy]-3-methyl-phenyl}-ethanone, employing 1-(3-chloro-2,4-dihydroxy-phenyl)-ethanone and 5-Chlormethyl-3-(4-iodo-benzyl)-[1,2,4]oxadiazole. LC-MS (m/e): 485 (M+1). Starting materials: C(C=C)C1=C(C=2CCCC2C=C1Cl)O (5-allyl-6-chloroindan-4-ol), Intermediate 38, [H-].[Na+] (sodium hydride), C(C1=CC=CC=C1)Br (benzyl bromide). Product: C(C=C)C=1C(=C2CCCC2=CC1Cl)OCC1=CC=CC=C1 (5-allyl-4-(benzyloxy)-6-chloroindane). Isolated yield 89.2%. RXN SMILES: [CH2:1]([C:4]1[C:12]([Cl:13])=[CH:11][C:10]2[CH2:9][CH2:8][CH2:7][C:6]=2[C:5]=1[OH:14])[CH:2]=[CH2:3].[H-].[Na+].[CH2:17](Br)[C:18]1[CH:23]=[CH:22][CH:21]=[CH:20][CH:19]=1>>[CH2:1]([C:4]1[C:5]([O:14][CH2:17][C:18]2[CH:23]=[CH:22][CH:21]=[CH:20][CH:19]=2)=[C:6]2[C:10](=[CH:11][C:12]=1[Cl:13])[CH2:9][CH2:8][CH2:7]2)[CH:2]=[CH2:3] |f:1.2|. Reported procedure: Treatment of 5-allyl-6-chloroindan-4-ol (4.5 g, 0.0216 mol) with sodium hydride (60 wt. %, 1.32 g, 0.033 mol) followed by benzyl bromide (6.0 g, 0.035 mol) generally according to the procedure described for Intermediate 38 gave 5.76 g (89%) of 5-allyl-4-(benzyloxy)-6-chloroindane as a colorless oil. 1H NMR (CDCl3) 8H 7.40 (m, 5H); 7.05 (s, 1H); 6.00 (m, 1H); 5.00(m, 2H); 4.90 (s, 2H); 3.53 (dd, 2H); 2.90 (m, 4H); 2.05 (m, 2H).